From a dataset of the Open Reaction Database (ORD), a public repository of structured organic reaction records. describe an organic reaction: reactants, conditions, products, and yield Reactants: CCOC(=O)C (EtOAc), BrC(C(=O)NOCC1=CC=CC=C1)CC (2-bromo-N-(phenylmethoxy)butanamide), O1C=CC=C1 (furan), C(C)(=O)OCC (ethyl acetate). Run in hexanes, hexanes. The product is C(C)[C@@H]1C(N([C@H]2C=C[C@H]1C2=O)OCC2=CC=CC=C2)=O ((±)-(4S,5R,1S) 4-ethyl-8-oxo-2-(phenylmethoxy)-2-azabicyclo[3.2.1]oct-6-en-3-one). Isolated yield 86.0%. Reaction SMILES: Br[CH:2]([CH2:14][CH3:15])[C:3]([NH:5][O:6][CH2:7][C:8]1[CH:13]=[CH:12][CH:11]=[CH:10][CH:9]=1)=[O:4].[O:16]1[CH:20]=[CH:19][CH:18]=[CH:17]1.[C:21](OCC)(=O)C>>[CH2:14]([C@H:2]1[C@@H:21]2[C:20](=[O:16])[C@H:19]([CH:18]=[CH:17]2)[N:5]([O:6][CH2:7][C:8]2[CH:13]=[CH:12][CH:11]=[CH:10][CH:9]=2)[C:3]1=[O:4])[CH3:15]. Reported procedure: Prepared in 86% yield (40.6 mg, 0.157 mmol) from the reaction of 2-bromo-N-(phenylmethoxy)butanamide (50.0 mg, 0.183 mmol) with furan via general procedure B. Rf=0.3 (3:1, hexanes:EtOAc); Rf 0.50 (3:1, hexanes:ethyl acetate); 1H-NMR (500 MHz, CDCl3): δ 7.45-7.42 (m, 2H), 7.41-7.32 (m, 3H), 6.51 (dd, J=6.0, 1 Hz, 1H), 6.38 (dd, J=6.0, 1.8 Hz, 1H), 5.25 (d, J=1.2 Hz, 1H), 4.99 (d, J=11.0 Hz, 1H), 4.95 (dd, J=5.1, 1.8 Hz, 1H), 4.87 (d, J=11.0 Hz, 1H), 2.99 (dt, J=10.1, 5.1 Hz, 1H), 2.07-1.96 (dqd, ... The reactants are O=C1NC(=O)c2ccccc21, Cc1cccc(C)c1CO, CS(C)=O, CCOC(C)=O, C[Si](C)(C)Cl, [K], CN(C)C=O, O. Product: Cc1cccc(C)c1CN1C(=O)c2ccccc2C1=O. As a reaction SMILES: [C:16]1(=[O:26])[c:17]2[c:18]([cH:22][cH:23][cH:24][cH:25]2)[C:19](=[O:21])[NH:20]1.[CH3:1][c:2]1[c:3]([CH2:4][OH:5])[c:6]([CH3:10])[cH:7][cH:8][cH:9]1.[CH3:28][S:29]([CH3:30])=[O:31].[CH3:37][CH2:38][O:39][C:40](=[O:41])[CH3:42].[Cl:11][Si:12]([CH3:13])([CH3:14])[CH3:15].[K:27].[O:32]=[CH:33][N:34]([CH3:35])[CH3:36].[OH2:43]>>[CH3:1][c:2]1[c:3]([CH2:4][N:20]2[C:16](=[O:26])[c:17]3[c:18]([cH:22][cH:23][cH:24][cH:25]3)[C:19]2=[O:21])[c:6]([CH3:10])[cH:7][cH:8][cH:9]1.